This data is from the Open Reaction Database (ORD), a public repository of structured organic reaction records. The task is: describe an organic reaction: reactants, conditions, products, and yield Starting materials: N12CC(C(CC1)CC2)NC(C2=C(C=C(C(=C2)Cl)NC(C)=O)OCC2CC2)=O (N-(1-azabicyclo[2.2.2]oct-3-yl)-2-cyclopropylmethoxy-4-acetamido-5-chlorobenzamide), C(C)(=O)O (acetic acid). Solvent: OO (hydrogen peroxide). Conditions: temperature 80 celsius, time 15 hour. Product: N12CC(C(CC1)CC2)[NH+](C(C2=C(C=C(C(=C2)Cl)NC(C)=O)OCC2CC2)=O)[O-] (N-(1-azabicyclo[2.2.2]oct-3-yl)-2-cyclopropylmethoxy-4-acetamido-5-chlorobenzamide N-oxide). As a reaction SMILES: [N:1]12[CH2:8][CH2:7][CH:4]([CH2:5][CH2:6]1)[CH:3]([NH:9][C:10](=[O:27])[C:11]1[CH:16]=[C:15]([Cl:17])[C:14]([NH:18][C:19](=[O:21])[CH3:20])=[CH:13][C:12]=1[O:22][CH2:23][CH:24]1[CH2:26][CH2:25]1)[CH2:2]2.C(O)(=[O:30])C>OO>[N:1]12[CH2:6][CH2:5][CH:4]([CH2:7][CH2:8]1)[CH:3]([NH+:9]([O-:30])[C:10](=[O:27])[C:11]1[CH:16]=[C:15]([Cl:17])[C:14]([NH:18][C:19](=[O:21])[CH3:20])=[CH:13][C:12]=1[O:22][CH2:23][CH:24]1[CH2:25][CH2:26]1)[CH2:2]2. Procedure details: To a solution of N-(1-azabicyclo[2.2.2]oct-3-yl)-2-cyclopropylmethoxy-4-acetamido-5-chlorobenzamide (2.6 g; 0.007 moles) in acetic acid (20 ml), 30% hydrogen peroxide (1.8 ml) was added and the resulting solution was stirred at 80° C. for 15 hours. The solvent was removed in vacuo, the residue was treated with water, alcalinized with sodium hydroxide aqueous solution, saturated with sodium chloride and extracted with methylene chloride. The organic solution was dried (Na2SO4), the solvent remove... Reactants: CC(=O)OC(C)=O, CC(=O)O, CCCc1ccc([N+](=O)[O-])cn1. Product: CCCc1ccc(NC(C)=O)cn1. RXN SMILES: [CH3:13][C:14](=[O:15])[O:16][C:17](=[O:18])[CH3:19].[CH3:20][C:21](=[O:22])[OH:23].[N+:1]([O-:2])(=[O:3])[c:4]1[cH:5][cH:6][c:7]([CH2:10][CH2:11][CH3:12])[n:8][cH:9]1>>[NH:1]([c:4]1[cH:5][cH:6][c:7]([CH2:10][CH2:11][CH3:12])[n:8][cH:9]1)[C:14]([CH3:13])=[O:15].